Dataset: the Open Reaction Database (ORD), a public repository of structured organic reaction records. Task: describe an organic reaction: reactants, conditions, products, and yield Solvent: C(C)O (ethanol), C(C)O (ethanol). As a reaction SMILES: [F:1][C:2]1[C:22](F)=[CH:21][C:5]2=[N:6][C:7]3[N:8]([CH:18]4[CH2:20][CH2:19]4)[CH:9]=[C:10]([C:15]([OH:17])=[O:16])[C:11](=[O:14])[C:12]=3[CH:13]=[C:4]2[CH:3]=1.[CH3:24][S:25]([OH:28])(=[O:27])=[O:26].CS(O)(=O)=O.[NH2:34][C:35]1([CH2:39][CH3:40])[CH2:38][NH:37][CH2:36]1.CS(O)(=O)=O>C(O)C>[CH3:24][S:25]([OH:28])(=[O:27])=[O:26].[NH2:34][C:35]1([CH2:39][CH3:40])[CH2:38][N:37]([C:22]2[C:2]([F:1])=[CH:3][C:4]3[C:5]([CH:21]=2)=[N:6][C:7]2[N:8]([CH:18]4[CH2:19][CH2:20]4)[CH:9]=[C:10]([C:15]([OH:17])=[O:16])[C:11](=[O:14])[C:12]=2[CH:13]=3)[CH2:36]1 |f:1.2.3,6.7|. Reaction conditions: temperature 80 celsius, time 5 minute. The reactants are FC1=CC=2C(=NC=3N(C=C(C(C3C2)=O)C(=O)O)C2CC2)C=C1F (7,8-difluoro-1-cyclopropyl-4-oxo-1,4-dihydrobenzo[b][1,8]naphthyridine-3-carboxylic acid), CS(=O)(=O)O.CS(=O)(=O)O.NC1(CNC1)CC (3-amino-3-ethylazetidine dimethanesulphonate), solution, CS(=O)(=O)O (methanesulphonic acid). Product: CS(=O)(=O)O.NC1(CN(C1)C=1C(=CC=2C(=NC=3N(C=C(C(C3C2)=O)C(=O)O)C2CC2)C1)F)CC (8-(3-amino-3-ethyl-1-azetidinyl)-1-cyclopropyl-7-fluoro-4-oxo-1,4-dihydrobenzo[b][1,8]naphthyridine-3-carboxylic acid methanesulphonate). The yield is 19.6%. Procedure details: 8-(3-Amino-3-ethyl-1-azetidinyl)-1-cyclopropyl-7-fluoro-4-oxo-1,4-dihydrobenzo[b][1,8]-naphthyridine-3-carboxylic acid methanesulphonate was prepared under the conditions of Example 15, but starting with 1.8 g of 7,8-difluoro-1-cyclopropyl-4-oxo-1,4-dihydrobenzo[b][1,8]naphthyridine-3-carboxylic acid and 2.94 g of 3-amino-3-ethylazetidine dimethanesulphonate. After recrystallization in dimethylformamide, the product obtained, suspended in 20 cm3 of ethanol, is treated with 3.4 cm3 of a solution ... Reactants: C1(=CC=C(C=C1)OCCCCCCOC=1C=CC(=C(C(=O)Cl)C1)OCC1=CC=CC=C1)C1=CC=CC=C1 (5-[[6-([1,1'-biphenyl]-4-yloxy)hexyl]oxy]-2-(phenylmethoxy)benzoic acid chloride), N(CC(=O)OCC)CC(=O)OCC (diethyl iminodiacetate). Solvent: C(C)(=O)OCC.CCCCCC (ethyl acetate hexane). Product: C(C)OC(CN(C(C1=C(C=CC(=C1)OCCCCCCOC1=CC=C(C=C1)C1=CC=CC=C1)OCC1=CC=CC=C1)=O)CC(=O)OCC)=O (N-(2-ethoxy-2-oxoethyl)-N-[5-[[6-([1,1'-biphenyl]-4-yloxy)hexyl]oxy]-2-(phenylmethoxy) benzoyl]glycine ethyl ester). Isolated yield 74.0%. Reaction SMILES: [C:1]1([C:32]2[CH:37]=[CH:36][CH:35]=[CH:34][CH:33]=2)[CH:6]=[CH:5][C:4]([O:7][CH2:8][CH2:9][CH2:10][CH2:11][CH2:12][CH2:13][O:14][C:15]2[CH:16]=[CH:17][C:18]([O:24][CH2:25][C:26]3[CH:31]=[CH:30][CH:29]=[CH:28][CH:27]=3)=[C:19]([CH:23]=2)[C:20](Cl)=[O:21])=[CH:3][CH:2]=1.[NH:38]([CH2:45][C:46]([O:48][CH2:49][CH3:50])=[O:47])[CH2:39][C:40]([O:42][CH2:43][CH3:44])=[O:41]>C(OCC)(=O)C.CCCCCC>[CH2:43]([O:42][C:40](=[O:41])[CH2:39][N:38]([CH2:45][C:46]([O:48][CH2:49][CH3:50])=[O:47])[C:20](=[O:21])[C:19]1[CH:23]=[C:15]([O:14][CH2:13][CH2:12][CH2:11][CH2:10][CH2:9][CH2:8][O:7][C:4]2[CH:5]=[CH:6][C:1]([C:32]3[CH:37]=[CH:36][CH:35]=[CH:34][CH:33]=3)=[CH:2][CH:3]=2)[CH:16]=[CH:17][C:18]=1[O:24][CH2:25][C:26]1[CH:31]=[CH:30][CH:29]=[CH:28][CH:27]=1)[CH3:44] |f:2.3|. Procedure: The reaction of 5-[[6-([1,1'-biphenyl]-4-yloxy)hexyl]oxy]-2-(phenylmethoxy)benzoic acid chloride with diethyl iminodiacetate under conditions described in Example 80 gave, after purification by HPLC using 25% ethyl acetate-hexane, N-(2-ethoxy-2-oxoethyl)-N-[5-[[6-([1,1'-biphenyl]-4-yloxy)hexyl]oxy]-2-(phenylmethoxy) benzoyl]glycine ethyl ester (74% yield, mp 60°-62° ). The structure was confirmed by nmr and mass spectra. Reactants: CC(=O)[O-], CC(=O)OC(C)=O, CCO, O=Cc1ccc2ccccc2c1, Cl, NO, [Na+]. The product is N#Cc1ccc2ccccc2c1. RXN SMILES: [CH3:17][C:18](=[O:19])[O-:20].[CH3:21][C:22]([O:23][C:24](=[O:25])[CH3:26])=[O:27].[CH3:28][CH2:29][OH:30].[CH:1](=[O:2])[c:3]1[cH:4][c:5]2[cH:6][cH:7][cH:8][cH:9][c:10]2[cH:11][cH:12]1.[ClH:13].[NH2:14][OH:15].[Na+:16]>>[C:1]([c:3]1[cH:4][c:5]2[cH:6][cH:7][cH:8][cH:9][c:10]2[cH:11][cH:12]1)#[N:14].